describe an organic reaction: reactants, conditions, products, and yield From a dataset of the Open Reaction Database (ORD), a public repository of structured organic reaction records. Starting materials: COC(OC)c1cnc(N2C(=O)c3ccccc3C2=O)c(C#N)n1, CO, NN, O. RXN SMILES: [C:4](#[N:5])[c:6]1[c:7]([N:17]2[C:18](=[O:19])[c:20]3[cH:21][cH:22][cH:23][cH:24][c:25]3[C:26]2=[O:27])[n:8][cH:9][c:10]([CH:12]([O:13][CH3:14])[O:15][CH3:16])[n:11]1.[CH3:28][OH:29].[NH2:2][NH2:3].[OH2:1]>>[C:4](#[N:5])[c:6]1[c:7]([NH2:17])[n:8][cH:9][c:10]([CH:12]([O:13][CH3:14])[O:15][CH3:16])[n:11]1. The product is COC(OC)c1cnc(N)c(C#N)n1.